This data is from the Open Reaction Database (ORD), a public repository of structured organic reaction records. The task is: describe an organic reaction: reactants, conditions, products, and yield Starting materials: OC1=C(C(N(C2=CC=CC=C12)NCCC)=O)C1=NS(C2=C(N1)C=CC(=C2)O)(=O)=O (4-hydroxy-3-(7-hydroxy-1,1-dioxido-4H-1,2,4-benzothiadiazin-3-yl)-1-(propylamino)quinolin-2(1H)-one), C([O-])([O-])=O.[Cs+].[Cs+] (cesium carbonate), BrCC(=O)N (bromoacetamide). The reagents and catalysts are [I-].C(CCC)[N+](CCCC)(CCCC)CCCC (tetrabutylammonium iodide). The solvent is CN(C=O)C (N,N-dimethylformamide). Conditions: temperature 165 celsius. The product is OC1=C(C(N(C2=CC=CC=C12)NCCC)=O)C1=NS(C2=C(N1)C=CC(=C2)OCC(=O)N)(=O)=O (2-({3-[4-hydroxy-2-oxo-1-(propylamino)-1,2-dihydroquinolin-3-yl]-1,1-dioxido-4H-1,2,4-benzothiadiazin-7-yl}oxy)acetamide). Yield: 42.4%. RXN SMILES: [OH:1][C:2]1[C:11]2[C:6](=[CH:7][CH:8]=[CH:9][CH:10]=2)[N:5]([NH:12][CH2:13][CH2:14][CH3:15])[C:4](=[O:16])[C:3]=1[C:17]1[NH:22][C:21]2[CH:23]=[CH:24][C:25]([OH:27])=[CH:26][C:20]=2[S:19](=[O:29])(=[O:28])[N:18]=1.C(=O)([O-])[O-].[Cs+].[Cs+].Br[CH2:37][C:38]([NH2:40])=[O:39]>CN(C)C=O.[I-].C([N+](CCCC)(CCCC)CCCC)CCC>[OH:1][C:2]1[C:11]2[C:6](=[CH:7][CH:8]=[CH:9][CH:10]=2)[N:5]([NH:12][CH2:13][CH2:14][CH3:15])[C:4](=[O:16])[C:3]=1[C:17]1[NH:22][C:21]2[CH:23]=[CH:24][C:25]([O:27][CH2:37][C:38]([NH2:40])=[O:39])=[CH:26][C:20]=2[S:19](=[O:28])(=[O:29])[N:18]=1 |f:1.2.3,6.7|. Procedure: The product of Example 358C (0.016 g, 0.04 mmol) in N,N-dimethylformamide (2 mL) was reacted with cesium carbonate (0.015 g, 0.045 mmol), bromoacetamide (0.006 g, 0.18 mmol), and a catalytic amount of tetrabutylammonium iodide at 25° C. for 3 hours. The reaction was concentrated under a stream of nitrogen stream of nitrogen warmed through a manifold heated to 165° C. and the resulting residue was triturated with water, filtered and dried. The resulting solid was triturated in hot ethyl acetate, ... Reactants: N-Aryl-benzenesulfonamides, NC1=C(C=C(C=C1)Br)C(=O)C1=CC=NC=C1 ((2-Amino-5-bromo-phenyl)-pyridin-4-yl-methanone), FC(OC1=CC=C(C=C1)S(=O)(=O)Cl)(F)F (4-trifluoromethoxy-benzenesulfonyl chloride). The product is BrC1=CC(=C(C=C1)NS(=O)(=O)C1=CC=C(C=C1)OC(F)(F)F)C(=O)C1=CC=NC=C1 (N-[4-Bromo-2-(pyridine-4-carbonyl)-phenyl]-4-trifluoromethoxy-benzenesulfonamide). RXN SMILES: [NH2:1][C:2]1[CH:7]=[CH:6][C:5]([Br:8])=[CH:4][C:3]=1[C:9]([C:11]1[CH:16]=[CH:15][N:14]=[CH:13][CH:12]=1)=[O:10].[F:17][C:18]([F:31])([F:30])[O:19][C:20]1[CH:25]=[CH:24][C:23]([S:26](Cl)(=[O:28])=[O:27])=[CH:22][CH:21]=1>>[Br:8][C:5]1[CH:6]=[CH:7][C:2]([NH:1][S:26]([C:23]2[CH:22]=[CH:21][C:20]([O:19][C:18]([F:17])([F:30])[F:31])=[CH:25][CH:24]=2)(=[O:28])=[O:27])=[C:3]([C:9]([C:11]2[CH:16]=[CH:15][N:14]=[CH:13][CH:12]=2)=[O:10])[CH:4]=1. Procedure details: The title compound was prepared according to the general procedure for the synthesis of N-Aryl-benzenesulfonamides previously described using 138 mg of (2-Amino-5-bromo-phenyl)-pyridin-4-yl-methanone and 130 mg of 4-trifluoromethoxy-benzenesulfonyl chloride. 1H-NMR (400 MHz, CDCl3): δ 7.21 (d, 2H, J=8.8 Hz), 7.35 (m, 2H), 7.45 (s,1H), 7.70 (m, 2H), 7.83 (m, 2H), 8.82 (dd, 2H, J=4.8 Hz, 1.6 Hz), 10.21 (s, 1H). MS: m/z 502.3 (M++1). The reactants are CC(=O)N1C=C(c2ccccc2)N(CC(=O)NC(Cc2ccccc2)C(O)C(=O)OC(C)C)C(=O)C1C(C)C, CC(=O)OC(C)=O, CS(C)=O, [Na+], O, O=C([O-])O. Product: CC(=O)N1C=C(c2ccccc2)N(CC(=O)NC(Cc2ccccc2)C(=O)C(=O)OC(C)C)C(=O)C1C(C)C. RXN SMILES: [C:8]([CH3:9])(=[O:10])[N:11]1[CH:12]([CH:44]([CH3:45])[CH3:46])[C:13](=[O:43])[N:14]([CH2:23][C:24](=[O:25])[NH:26][CH:27]([CH:28]([C:29](=[O:30])[O:31][CH:32]([CH3:33])[CH3:34])[OH:35])[CH2:36][c:37]2[cH:38][cH:39][cH:40][cH:41][cH:42]2)[C:15]([c:17]2[cH:18][cH:19][cH:20][cH:21][cH:22]2)=[CH:16]1.[CH3:1][C:2]([O:3][C:4](=[O:5])[CH3:6])=[O:7].[CH3:53][S:54](=[O:55])[CH3:56].[Na+:48].[OH2:47].[OH:49][C:50](=[O:51])[O-:52]>>[C:8]([CH3:9])(=[O:10])[N:11]1[CH:12]([CH:44]([CH3:45])[CH3:46])[C:13](=[O:43])[N:14]([CH2:23][C:24](=[O:25])[NH:26][CH:27]([C:28]([C:29](=[O:30])[O:31][CH:32]([CH3:33])[CH3:34])=[O:35])[CH2:36][c:37]2[cH:38][cH:39][cH:40][cH:41][cH:42]2)[C:15]([c:17]2[cH:18][cH:19][cH:20][cH:21][cH:22]2)=[CH:16]1. Starting materials: CO, CCOCC, [K+], [OH-], OCCO, CC1=C(O)C(=O)N(c2ccc3nc[nH]c3c2)C1C1CCC(c2ccccc2)CC1. The product is COC1=C(C)C(C2CCC(c3ccccc3)CC2)N(c2ccc3nc[nH]c3c2)C1=O. RXN SMILES: [CH3:41][OH:42].[CH3:7][CH2:8][O:9][CH2:10][CH3:11].[K+:2].[OH-:1].[OH:3][CH2:4][CH2:5][OH:6].[nH:12]1[cH:13][n:14][c:15]2[c:16]1[cH:17][c:18]([N:21]1[C:22](=[O:40])[C:23]([OH:39])=[C:24]([CH3:38])[CH:25]1[CH:26]1[CH2:27][CH2:28][CH:29]([c:32]3[cH:33][cH:34][cH:35][cH:36][cH:37]3)[CH2:30][CH2:31]1)[cH:19][cH:20]2>>[CH3:4][O:39][C:23]1=[C:24]([CH3:38])[CH:25]([CH:26]2[CH2:27][CH2:28][CH:29]([c:32]3[cH:33][cH:34][cH:35][cH:36][cH:37]3)[CH2:30][CH2:31]2)[N:21]([c:18]2[cH:17][c:16]3[nH:12][cH:13][n:14][c:15]3[cH:20][cH:19]2)[C:22]1=[O:40]. Starting materials: Bis(O-t-butyl)carbonic anhydride, cephalosporin, NC1[C@@H]2N(C(=C(CS2)CN=[N+]=[N-])C(=O)O)C1=O (7-Amino-3-azidomethylceph-3-em-4-carboxylic acid), C([O-])(O)=O.[Na+] (sodium bicarbonate). The solvent is C(C)(C)(C)O (t-butanol), O (water), C(C)(C)(C)O (t-butanol), C(C)(C)(C)O (t-butanol). Run at time 72 hour. The product is N(=[N+]=[N-])CC=1CS[C@H]2N(C1C(=O)O)C(C2NC(=O)OC(C)(C)C)=O (3-azidomethyl-7-t-butoxycarbonylaminoceph-3-em-4-carboxylic acid). The yield is 71.0%. As a reaction SMILES: [NH2:1][CH:2]1[C:16](=[O:17])[N:4]2[C:5]([C:13]([OH:15])=[O:14])=[C:6]([CH2:9][N:10]=[N+:11]=[N-:12])[CH2:7][S:8][C@H:3]12.[C:18](=[O:21])(O)[O-:19].[Na+]>O.C(O)(C)(C)C>[N:10]([CH2:9][C:6]1[CH2:7][S:8][C@@H:3]2[CH:2]([NH:1][C:18]([O:19][C:6]([CH3:9])([CH3:7])[CH3:5])=[O:21])[C:16](=[O:17])[N:4]2[C:5]=1[C:13]([OH:15])=[O:14])=[N+:11]=[N-:12] |f:1.2|. Procedure details: The cephalosporin starting material may be obtained as follows: 7-Amino-3-azidomethylceph-3-em-4-carboxylic acid (170 g.) was suspended by stirring in water (750 ml.) and sodium bicarbonate (60 g.) added carefully, followed by t-butanol (750 ml.). Bis(O-t-butyl)carbonic anhydride (170 ml.) dissolved in t-butanol (375 ml.) was added and the mixture left to stir at ambient temperature; further portions of reagent (20 ml.) in t-butanol (40 ml.) were added after 24 and 48 hours. After 72 hours, t-bu... Reactants: CSc1ccc(Oc2ccc(Cl)c(Cl)c2)nc1C#N, O=C(OO)c1cccc(Cl)c1, ClC(Cl)Cl. The product is CS(=O)c1ccc(Oc2ccc(Cl)c(Cl)c2)nc1C#N. Reaction SMILES: [Cl:1][c:2]1[cH:3][c:4]([O:5][c:6]2[cH:7][cH:8][c:9]([S:14][CH3:15])[c:10]([C:12]#[N:13])[n:11]2)[cH:16][cH:17][c:18]1[Cl:19].[Cl:20][c:21]1[cH:22][cH:23][cH:24][c:25]([C:26]([O:27][OH:29])=[O:28])[cH:30]1.[Cl:31][CH:32]([Cl:33])[Cl:34]>>[Cl:1][c:2]1[cH:3][c:4]([O:5][c:6]2[cH:7][cH:8][c:9]([S:14]([CH3:15])=[O:28])[c:10]([C:12]#[N:13])[n:11]2)[cH:16][cH:17][c:18]1[Cl:19]. The reactants are C(C)O (ethanol), C12C3C(OCC3C(C=C1)C2)=O (4-oxatricyclo[5.2.1.02, 6]dec-8-en-3-one), C12C3C(OCC3C(C=C1)C2)=O (4-oxatricyclo[5.2.1.02, 6]dec-8-en-3-one), [Mn](=O)(=O)(=O)[O-].[K+] (potassium permanganate), S(=O)(=O)([O-])[O-].[Mg+2] (magnesium sulfate). The solvent is O (water). Conditions: temperature -40 celsius. Product: OC1C2C3C(OCC3C(C1O)C2)=O (8,9-dihydroxy-4-oxatricyclo[5.2.1.02, 6]decan-5-one). As a reaction SMILES: C12[CH2:10][CH:7]([CH:8]=C1)[CH:6]1[CH:2]2[C:3](=[O:11])[O:4][CH2:5]1.[Mn]([O-])(=O)(=O)=O.[K+].S([O-])([O-])(=O)=[O:19].[Mg+2].[CH2:24]([OH:26])[CH3:25]>O>[OH:26][CH:24]1[CH:8]([OH:19])[CH:7]2[CH2:10][CH:25]1[CH:2]1[CH:6]2[CH2:5][O:4][C:3]1=[O:11] |f:1.2,3.4|. Procedure details: Initially, 21.7 g (120 mmol) of 4-oxatricyclo[5.2.1.02, 6]dec-8-en-3-one [Compound (A)] was placed in a 1-L reactor equipped with a stirrer, a thermometer, a cooling tube, and a dropping funnel, was dissolved in 318 g of ethanol and was cooled to −40° C. in a Dewar bath. Separately, 19.0 g (120 mmol) of potassium permanganate (KMnO4) and 14.4 g (120 mmol) of magnesium sulfate (MgSO4) were dissolved in water heated at 60° C., and the resulting solution was added dropwise into the reactor. After t...